describe an organic reaction: reactants, conditions, products, and yield From a dataset of the Open Reaction Database (ORD), a public repository of structured organic reaction records. Reactants: C(=O)(OC(C)(C)C)N(CC(=O)C1=CC=C(OCC(=O)OCC2=CC=CC=C2)C=C1)C (benzyl 4-[2-(BOC-methylamino)acetyl]phenoxyacetate), Cl (HCl). The solvent is O1CCOCC1 (1,4-dioxane). Reaction conditions: time 1 hour. Yields the product Cl.CNCC(=O)C1=CC=C(OCC(=O)OCC2=CC=CC=C2)C=C1 (Benzyl 4-[2-(methylamino)acetyl]phenoxyacetate hydrochloride). The yield is 97.0%. Reaction SMILES: [C:1]([N:8](C)[CH2:9][C:10]([C:12]1[CH:29]=[CH:28][C:15]([O:16][CH2:17][C:18]([O:20][CH2:21][C:22]2[CH:27]=[CH:26][CH:25]=[CH:24][CH:23]=2)=[O:19])=[CH:14][CH:13]=1)=[O:11])(OC(C)(C)C)=O.[ClH:31]>O1CCOCC1>[ClH:31].[CH3:1][NH:8][CH2:9][C:10]([C:12]1[CH:29]=[CH:28][C:15]([O:16][CH2:17][C:18]([O:20][CH2:21][C:22]2[CH:27]=[CH:26][CH:25]=[CH:24][CH:23]=2)=[O:19])=[CH:14][CH:13]=1)=[O:11] |f:3.4|. Reported procedure: A mixture of benzyl 4-[2-(BOC-methylamino)acetyl]phenoxyacetate (7.26 g, 17.57 mmol) and 4 M HCl in 1,4-dioxane (150 mL) was stirred for 1 h at RT. Evaporation on the rotavap and trituration with Et2O afforded the title compound as a white powder (5.93 g, 97%): 1H NMR (250 MHz, CD3OD) δ 7.05-8.00 (m, 9 H), 5.23 (s, 2H), 4.88 (s, 2H), 4.65 (s, 2H), 2.80 (s, 3H). Starting materials: CCCC[Sn](Cl)(Cl)CCCC, C1CCOC1, COC(=O)c1sc(C#CC(C)(C)C)cc1N, [SiH3]c1ccccc1, O=C1CCC(n2ccnn2)CC1. Yields the product COC(=O)c1sc(C#CC(C)(C)C)cc1NC1CCC(n2ccnn2)CC1. As a reaction SMILES: [CH2:29]([Sn:30]([Cl:31])([Cl:32])[CH2:33][CH2:34][CH2:35][CH3:36])[CH2:37][CH2:38][CH3:39].[CH2:47]1[O:48][CH2:49][CH2:50][CH2:51]1.[CH3:1][O:2][C:3](=[O:4])[c:5]1[s:6][c:7]([C:11]#[C:12][C:13]([CH3:14])([CH3:15])[CH3:16])[cH:8][c:9]1[NH2:10].[c:40]1([SiH3:41])[cH:42][cH:43][cH:44][cH:45][cH:46]1.[n:17]1([CH:22]2[CH2:23][CH2:24][C:25](=[O:28])[CH2:26][CH2:27]2)[n:18][n:19][cH:20][cH:21]1>>[CH3:1][O:2][C:3](=[O:4])[c:5]1[s:6][c:7]([C:11]#[C:12][C:13]([CH3:14])([CH3:15])[CH3:16])[cH:8][c:9]1[NH:10][CH:25]1[CH2:24][CH2:23][CH:22]([n:17]2[n:18][n:19][cH:20][cH:21]2)[CH2:27][CH2:26]1. Starting materials: CCOC(=O)c1c(OCc2ccc(-c3ccccc3-c3nnn[nH]3)cc2)cc(C)nc1C, Cl, Cl, [Na+], [OH-]. Product: Cc1cc(OCc2ccc(-c3ccccc3-c3nnn[nH]3)cc2)c(C(=O)O)c(C)n1. RXN SMILES: [CH3:2][c:3]1[n:4][c:5]([CH3:33])[cH:6][c:7]([O:14][CH2:15][c:16]2[cH:17][cH:18][c:19](-[c:22]3[c:23](-[c:28]4[n:29][n:30][n:31][nH:32]4)[cH:24][cH:25][cH:26][cH:27]3)[cH:20][cH:21]2)[c:8]1[C:9](=[O:10])[O:11][CH2:12][CH3:13].[ClH:1].[ClH:34].[Na+:36].[OH-:35]>>[CH3:2][c:3]1[n:4][c:5]([CH3:33])[cH:6][c:7]([O:14][CH2:15][c:16]2[cH:17][cH:18][c:19](-[c:22]3[c:23](-[c:28]4[nH:29][n:30][n:31][n:32]4)[cH:24][cH:25][cH:26][cH:27]3)[cH:20][cH:21]2)[c:8]1[C:9](=[O:10])[OH:11]. Reactants: CN1CCN(CC1)C=1C=C(C=CC1)N (3-(4-methyl-piperazin-1-yl)-phenylamine), C(C)OC(=O)C=1C(C2=C(N=C(N=C2)S(=O)(=O)C)N(C1)C1CCCCC1)=O (8-cyclohexyl-2-methanesulfonyl-5-oxo-5,8-dihydro-pyrido[2,3-d]pyrimidine-6-carboxylic acid ethyl ester). The product is C(C)OC(=O)C=1C(C2=C(N=C(N=C2)NC2=CC(=CC=C2)N2CCN(CC2)C)N(C1)C1CCCCC1)=O (8-Cyclohexyl-2-[3-(4-methyl-piperazin-1-yl)-phenylamino]-5-oxo-5,8-dihydro-pyrido[2,3-d]pyrimidine-6-carboxylic acid ethyl ester), solid. Isolated yield 56.0%. As a reaction SMILES: [CH3:1][N:2]1[CH2:7][CH2:6][N:5]([C:8]2[CH:9]=[C:10]([NH2:14])[CH:11]=[CH:12][CH:13]=2)[CH2:4][CH2:3]1.[CH2:15]([O:17][C:18]([C:20]1[C:21](=[O:40])[C:22]2[CH:27]=[N:26][C:25](S(C)(=O)=O)=[N:24][C:23]=2[N:32]([CH:34]2[CH2:39][CH2:38][CH2:37][CH2:36][CH2:35]2)[CH:33]=1)=[O:19])[CH3:16]>>[CH2:15]([O:17][C:18]([C:20]1[C:21](=[O:40])[C:22]2[CH:27]=[N:26][C:25]([NH:14][C:10]3[CH:11]=[CH:12][CH:13]=[C:8]([N:5]4[CH2:4][CH2:3][N:2]([CH3:1])[CH2:7][CH2:6]4)[CH:9]=3)=[N:24][C:23]=2[N:32]([CH:34]2[CH2:39][CH2:38][CH2:37][CH2:36][CH2:35]2)[CH:33]=1)=[O:19])[CH3:16]. Procedure: Using the procedure outlined in Example 1 (g) the title compound was prepared from 3-(4-methyl-piperazin-1-yl)-phenylamine (from Example 37(A), 55 mg, 0.29 mmol) and 8-cyclohexyl-2-methanesulfonyl-5-oxo-5,8-dihydro-pyrido[2,3-d]pyrimidine-6-carboxylic acid ethyl ester (from Example 17(e), 100 mg, 0.26 mmol). The title compound was obtained as a yellow solid (72 mg, 56%). 1H NMR (400 MHz, CDCl3) δ (ppm): 9.27 (s, 1H), 8.46 (s, 1H), 7.75 (br, 1H), 7.29 (m, 1H), 7.22 (d, J=8.5 Hz, 1H), 6.86 (m, 1H)... The reactants are CO, CCOC(=O)C(C)(OCc1ccc(-c2ccc(Cl)cc2)cc1)c1ccccc1, [K+], [OH-]. The product is CC(OCc1ccc(-c2ccc(Cl)cc2)cc1)(C(=O)O)c1ccccc1. RXN SMILES: [CH3:31][OH:32].[Cl:1][c:2]1[cH:3][cH:4][c:5](-[c:8]2[cH:9][cH:10][c:11]([CH2:12][O:13][C:14]([C:15](=[O:16])[O:17][CH2:18][CH3:19])([CH3:20])[c:21]3[cH:22][cH:23][cH:24][cH:25][cH:26]3)[cH:27][cH:28]2)[cH:6][cH:7]1.[K+:30].[OH-:29]>>[Cl:1][c:2]1[cH:3][cH:4][c:5](-[c:8]2[cH:9][cH:10][c:11]([CH2:12][O:13][C:14]([C:15](=[O:16])[OH:17])([CH3:20])[c:21]3[cH:22][cH:23][cH:24][cH:25][cH:26]3)[cH:27][cH:28]2)[cH:6][cH:7]1. Reactants: FC=1C=CC(=C(C1)NC(C)=O)C (N-(5-fluoro-2-methylphenyl)acetamide), [N+](=O)(O)[O-] (HNO3). Solvent: OS(=O)(=O)O (H2SO4). Reaction conditions: temperature 0 celsius, time 30 minute. Yields the product FC=1C(=CC(=C(N)C1)C)[N+](=O)[O-] (5-Fluoro-2-methyl-4-nitroaniline). Yield: 55.0%. Reaction SMILES: [F:1][C:2]1[CH:3]=[CH:4][C:5]([CH3:12])=[C:6]([NH:8]C(=O)C)[CH:7]=1.[N+:13]([O-])([OH:15])=[O:14]>OS(O)(=O)=O>[F:1][C:2]1[C:3]([N+:13]([O-:15])=[O:14])=[CH:4][C:5]([CH3:12])=[C:6]([CH:7]=1)[NH2:8]. Procedure: The product from Step (a) (5.00 g, 29.9 mmol, 1 equiv) was dissolved in concentrated H2SO4 (30 mL) and cooled to 0° C. Concentrated HNO3 (2.2 mL) was added slowly via pipet, and the solution gradually became dark brown. After 30 minutes at 0° C., the reaction mixture was poured onto ice (˜200 mL), and the mixture was allowed to stir and warm to room temperature. The solid precipitate was collected by filtration and washed several times with water. The solid was suspended in 6N HCl (30 mL) and th...